The task is: describe an organic reaction: reactants, conditions, products, and yield. This data is from the Open Reaction Database (ORD), a public repository of structured organic reaction records. Reactants: C[Si](C)(C)N(C(=O)C(F)(F)F)[Si](C)(C)C, CC#N, O=C(O)C1CCC1, [Cl-], C1CCOC1, NC(CCCCNC(=O)OCc1ccccc1)C(=O)O. Yields the product O=C(NCCCCC(NC(=O)C1CCC1)C(=O)O)OCc1ccccc1. Reaction SMILES: [CH3:21][Si:22]([N:23]([Si:24]([CH3:25])([CH3:26])[CH3:27])[C:28](=[O:29])[C:30]([F:31])([F:32])[F:33])([CH3:34])[CH3:35].[CH3:44][C:45]#[N:46].[CH:37]1([C:41](=[O:42])[OH:43])[CH2:38][CH2:39][CH2:40]1.[Cl-:36].[O:47]1[CH2:48][CH2:49][CH2:50][CH2:51]1.[c:1]1([CH2:7][O:8][C:9](=[O:10])[NH:11][CH2:12][CH2:13][CH2:14][CH2:15][CH:16]([NH2:17])[C:18](=[O:19])[OH:20])[cH:2][cH:3][cH:4][cH:5][cH:6]1>>[c:1]1([CH2:7][O:8][C:9](=[O:10])[NH:11][CH2:12][CH2:13][CH2:14][CH2:15][CH:16]([NH:17][C:41]([CH:37]2[CH2:38][CH2:39][CH2:40]2)=[O:42])[C:18](=[O:19])[OH:20])[cH:2][cH:3][cH:4][cH:5][cH:6]1. Reactants: CC#N, O=Cc1ccc(O)c(CCl)c1, CCOP(OCC)OCC. The product is CCOP(=O)(Cc1cc(C=O)ccc1O)OCC. Reaction SMILES: [CH3:22][C:23]#[N:24].[OH:1][c:2]1[c:3]([CH2:10][Cl:11])[cH:4][c:5]([CH:6]=[O:7])[cH:8][cH:9]1.[P:12]([O:13][CH2:14][CH3:15])([O:16][CH2:17][CH3:18])[O:19][CH2:20][CH3:21]>>[OH:1][c:2]1[c:3]([CH2:10][P:12]([O:13][CH2:14][CH3:15])([O:16][CH2:17][CH3:18])=[O:19])[cH:4][c:5]([CH:6]=[O:7])[cH:8][cH:9]1. Starting materials: CCOC(C)=O, CS(C)=O, CCO, [Cl-], O=[N+]([O-])c1c(F)cc(F)c(F)c1Nc1ccc(I)cc1F, [Fe], [NH4+]. Product: Nc1c(F)cc(F)c(F)c1Nc1ccc(I)cc1F. As a reaction SMILES: [CH3:24][CH2:25][O:26][C:27]([CH3:28])=[O:29].[CH3:30][S:31]([CH3:32])=[O:33].[CH3:34][CH2:35][OH:36].[Cl-:22].[F:1][c:2]1[c:3]([NH:9][c:10]2[c:11]([F:21])[c:12]([F:20])[cH:13][c:14]([F:19])[c:15]2[N+:16]([O-:17])=[O:18])[cH:4][cH:5][c:6]([I:8])[cH:7]1.[Fe:37].[NH4+:23]>>[F:1][c:2]1[c:3]([NH:9][c:10]2[c:11]([F:21])[c:12]([F:20])[cH:13][c:14]([F:19])[c:15]2[NH2:16])[cH:4][cH:5][c:6]([I:8])[cH:7]1. Starting materials: CO, O=[N+]([O-])c1ccc(OCC(F)(F)F)cc1. Yields the product Nc1ccc(OCC(F)(F)F)cc1. Reaction SMILES: [CH3:16][OH:17].[N+:1]([O-:2])(=[O:3])[c:4]1[cH:5][cH:6][c:7]([O:10][CH2:11][C:12]([F:13])([F:14])[F:15])[cH:8][cH:9]1>>[NH2:1][c:4]1[cH:5][cH:6][c:7]([O:10][CH2:11][C:12]([F:13])([F:14])[F:15])[cH:8][cH:9]1. The reactants are FC(C=1C=C(C=CC1)B(O)O)(F)F (3-(trifluoromethyl)phenyl-boronic acid), hydrated potassium phosphate, tetrakis(triphenyl-phosphine)palladium, ClC1=CC=C(N=N1)N1CCN(CC1)C(=O)OCC(=O)OCC (2-(ethyloxy)-2-oxoethyl 4-(6-chloro-3-pyridazinyl)-1-piperazinecarboxylate), C(C)(=O)OCC (ethyl acetate). Solvent: C1CCCCC1 (cyclohexane). The product is FC(C=1C=C(C=CC1)C1=CC=C(N=N1)N1CCN(CC1)C(=O)OCC(=O)OCC)(F)F (2-(ethyloxy)-2-oxoethyl 4-{6-[3-(trifluoromethyl)-phenyl]-3-pyridazinyl}-1-piperazinecarboxylate). Isolated yield 43.7%. As a reaction SMILES: Cl[C:2]1[N:7]=[N:6][C:5]([N:8]2[CH2:13][CH2:12][N:11]([C:14]([O:16][CH2:17][C:18]([O:20][CH2:21][CH3:22])=[O:19])=[O:15])[CH2:10][CH2:9]2)=[CH:4][CH:3]=1.[F:23][C:24]([F:35])([F:34])[C:25]1[CH:26]=[C:27](B(O)O)[CH:28]=[CH:29][CH:30]=1.C(OCC)(=O)C>C1CCCCC1>[F:23][C:24]([F:35])([F:34])[C:25]1[CH:30]=[C:29]([C:2]2[N:7]=[N:6][C:5]([N:8]3[CH2:13][CH2:12][N:11]([C:14]([O:16][CH2:17][C:18]([O:20][CH2:21][CH3:22])=[O:19])=[O:15])[CH2:10][CH2:9]3)=[CH:4][CH:3]=2)[CH:28]=[CH:27][CH:26]=1. Procedure: The process is performed according to the procedure described in Example 1 (step 1.3.). Starting with 1.15 g (3.50 mmol) of 2-(ethyloxy)-2-oxoethyl 4-(6-chloro-3-pyridazinyl)-1-piperazinecarboxylate, obtained in step 10.1., 1.99 g (10.49 mmol) of 3-(trifluoromethyl)phenyl-boronic acid, 2.97 g (13.99 mmol) of hydrated potassium phosphate and 0.40 g (0.35 mmol) of tetrakis(triphenyl-phosphine)palladium, and after chromatography on silica gel, eluting with a 35/65 and then 45/55 mixture of ethyl ac... Starting materials: OS(=O)(=O)O (H2SO4), C1C2CC3CC1CC(C2)(C3)O (1-adamantol), BrC1=CC=C(C=C1)OC (4-bromoanisole). The solvent is C(Cl)Cl (CH2Cl2). Reaction conditions: time 20 hour. Product: BrC=1C=CC(=C(C1)C12CC3CC(CC(C1)C3)C2)OC (1-(5-Bromo-2-methoxyphenyl)-adamantane). Yield: 48.2%. Reaction SMILES: OS(O)(=O)=O.[CH2:6]1[CH:11]2[CH2:12][C:13]3(O)[CH2:15][CH:9]([CH2:10]2)[CH2:8][CH:7]1[CH2:14]3.[Br:17][C:18]1[CH:23]=[CH:22][C:21]([O:24][CH3:25])=[CH:20][CH:19]=1>C(Cl)Cl>[Br:17][C:18]1[CH:19]=[CH:20][C:21]([O:24][CH3:25])=[C:22]([C:13]23[CH2:14][CH:7]4[CH2:8][CH:9]([CH2:10][CH:11]([CH2:6]4)[CH2:12]2)[CH2:15]3)[CH:23]=1. Procedure: Reagent grade concentrated H2SO4 (11 mL) was added dropwise to a solution of 1-adamantol (30.25 g, 200 mmol) and 4-bromoanisole (37.21 g, 200 mmol) in 130 mL of CH2Cl2. The light pink solution was stirred at ambient temperature for 20 hours. The solvent was decanted, water (100 mL) and hexane (100 mL) were added and the solid was filtered and washed with hexane and dried to give 31 g of the product as a white powder. The supernatant was diluted with hexane, washed with water and brine, dried ove...